Dataset: the Open Reaction Database (ORD), a public repository of structured organic reaction records. Task: describe an organic reaction: reactants, conditions, products, and yield Reactants: CO, O=[N+]([O-])c1ccccc1NCc1ccccn1. Product: Nc1ccccc1NCc1ccccn1. RXN SMILES: [CH3:18][OH:19].[c:1]1([CH2:7][NH:8][c:9]2[c:10]([N+:15]([O-:16])=[O:17])[cH:11][cH:12][cH:13][cH:14]2)[cH:2][cH:3][cH:4][cH:5][n:6]1>>[c:1]1([CH2:7][NH:8][c:9]2[c:10]([NH2:15])[cH:11][cH:12][cH:13][cH:14]2)[cH:2][cH:3][cH:4][cH:5][n:6]1. Starting materials: ClC1=CC(=C(C=C1C=1C(N(C2=CC(=NC=C2C1)Cl)CC)=O)NC(=O)NC1=CC(=CC=C1)C#N)F (1-(4-chloro-5-(7-chloro-1-ethyl-2-oxo-1,2-dihydro-1,6-naphthyridin-3-yl)-2-fluorophenyl)-3-(3-cyanophenyl)urea), CC(C)C1=CC(=C(C(=C1)C(C)C)C2=CC=CC=C2P(C(C)(C)C)C(C)(C)C)C(C)C (t-butyl X-Phos), C(=O)([O-])[O-].[Cs+].[Cs+] (Cs2CO3), CN (methylamine). Reagents/catalysts: C=1C=CC(=CC1)/C=C/C(=O)/C=C/C2=CC=CC=C2.C=1C=CC(=CC1)/C=C/C(=O)/C=C/C2=CC=CC=C2.C=1C=CC(=CC1)/C=C/C(=O)/C=C/C2=CC=CC=C2.[Pd].[Pd] (Pd2(dba)3). The solvent is O1CCOCC1 (dioxane). Run at temperature 90 celsius, time 8 hour. Yields the product ClC1=CC(=C(C=C1C=1C(N(C2=CC(=NC=C2C1)NC)CC)=O)NC(=O)NC1=CC(=CC=C1)C#N)F (1-(4-chloro-5-(1-ethyl-7-(methylamino)-2-oxo-1,2-dihydro-1,6-naphthyridin-3-yl)-2-fluorophenyl)-3-(3-cyanophenyl)urea). Yield: 15.9%. As a reaction SMILES: [Cl:1][C:2]1[C:7]([C:8]2[C:9](=[O:21])[N:10]([CH2:19][CH3:20])[C:11]3[C:16]([CH:17]=2)=[CH:15][N:14]=[C:13](Cl)[CH:12]=3)=[CH:6][C:5]([NH:22][C:23]([NH:25][C:26]2[CH:31]=[CH:30][CH:29]=[C:28]([C:32]#[N:33])[CH:27]=2)=[O:24])=[C:4]([F:34])[CH:3]=1.CC(C1C=C(C(C)C)C(C2C(P(C(C)(C)C)C(C)(C)C)=CC=CC=2)=C(C(C)C)C=1)C.C([O-])([O-])=O.[Cs+].[Cs+].[CH3:71][NH2:72]>O1CCOCC1.C1C=CC(/C=C/C(/C=C/C2C=CC=CC=2)=O)=CC=1.C1C=CC(/C=C/C(/C=C/C2C=CC=CC=2)=O)=CC=1.C1C=CC(/C=C/C(/C=C/C2C=CC=CC=2)=O)=CC=1.[Pd].[Pd]>[Cl:1][C:2]1[C:7]([C:8]2[C:9](=[O:21])[N:10]([CH2:19][CH3:20])[C:11]3[C:16]([CH:17]=2)=[CH:15][N:14]=[C:13]([NH:72][CH3:71])[CH:12]=3)=[CH:6][C:5]([NH:22][C:23]([NH:25][C:26]2[CH:31]=[CH:30][CH:29]=[C:28]([C:32]#[N:33])[CH:27]=2)=[O:24])=[C:4]([F:34])[CH:3]=1 |f:2.3.4,7.8.9.10.11|. Procedure details: A mixture of 1-(4-chloro-5-(7-chloro-1-ethyl-2-oxo-1,2-dihydro-1,6-naphthyridin-3-yl)-2-fluorophenyl)-3-(3-cyanophenyl)urea (0.210 g, 0.423 mmol), t-butyl X-Phos (0.020 g, 0.047 mmol), Pd2(dba)3 (0.020 g, 0.022 mmol), Cs2CO3 (0.400 g, 1.228 mmol) and methylamine (2.0M in THF, 4.0 mL, 8.0 mmol) in dioxane (5 mL) was heated at 90° C. for 5 h, then cooled to RT stirred overnight. The solids were removed via filtration, washed with DCM, then MeCN and the filtrate concentrated to dryness and purified... The reactants are [K+], [OH-], O, OCCO, COc1cc(OCc2sc(-c3ccc(C(F)(F)F)cc3)nc2CN(C(=O)Oc2ccccc2)C2CC2)ccc1-c1noc(=O)[nH]1. Product: COc1cc(OCc2sc(-c3ccc(C(F)(F)F)cc3)nc2CNC2CC2)ccc1-c1noc(=O)[nH]1. RXN SMILES: [K+:47].[OH-:46].[OH2:52].[OH:48][CH2:49][CH2:50][OH:51].[c:1]1([O:2][C:3](=[O:4])[N:9]([CH2:10][c:11]2[n:12][c:13](-[c:32]3[cH:33][cH:34][c:35]([C:38]([F:39])([F:40])[F:41])[cH:36][cH:37]3)[s:14][c:15]2[CH2:16][O:17][c:18]2[cH:19][c:20]([O:30][CH3:31])[c:21](-[c:24]3[n:25][o:26][c:27](=[O:29])[nH:28]3)[cH:22][cH:23]2)[CH:42]2[CH2:43][CH2:44]2)[cH:5][cH:6][cH:7][cH:8][cH:45]1>>[NH:9]([CH2:10][c:11]1[n:12][c:13](-[c:32]2[cH:33][cH:34][c:35]([C:38]([F:39])([F:40])[F:41])[cH:36][cH:37]2)[s:14][c:15]1[CH2:16][O:17][c:18]1[cH:19][c:20]([O:30][CH3:31])[c:21](-[c:24]2[n:25][o:26][c:27](=[O:29])[nH:28]2)[cH:22][cH:23]1)[CH:42]1[CH2:43][CH2:44]1. Reactants: O=C(Cl)c1cnn(-c2ccc(Cl)cc2)c1C(F)(F)F, ClCCl, Nc1cccc(S(=O)(=O)F)c1, c1ccncc1. Yields the product O=C(Nc1cccc(S(=O)(=O)F)c1)c1cnn(-c2ccc(Cl)cc2)c1C(F)(F)F. Reaction SMILES: [Cl:1][c:2]1[cH:3][cH:4][c:5](-[n:8]2[n:9][cH:10][c:11]([C:17](=[O:18])[Cl:19])[c:12]2[C:13]([F:14])([F:15])[F:16])[cH:6][cH:7]1.[Cl:37][CH2:38][Cl:39].[NH2:20][c:21]1[cH:22][c:23]([S:27](=[O:28])(=[O:29])[F:30])[cH:24][cH:25][cH:26]1.[cH:31]1[cH:32][cH:33][n:34][cH:35][cH:36]1>>[Cl:1][c:2]1[cH:3][cH:4][c:5](-[n:8]2[n:9][cH:10][c:11]([C:17](=[O:18])[NH:20][c:21]3[cH:22][c:23]([S:27](=[O:28])(=[O:29])[F:30])[cH:24][cH:25][cH:26]3)[c:12]2[C:13]([F:14])([F:15])[F:16])[cH:6][cH:7]1.